This data is from the Open Reaction Database (ORD), a public repository of structured organic reaction records. The task is: describe an organic reaction: reactants, conditions, products, and yield Reagents/catalysts: C=1C=CC(=CC1)/C=C/C(=O)/C=C/C2=CC=CC=C2.C=1C=CC(=CC1)/C=C/C(=O)/C=C/C2=CC=CC=C2.C=1C=CC(=CC1)/C=C/C(=O)/C=C/C2=CC=CC=C2.[Pd].[Pd] (Pd2dba3). Yields the product NC=1OC[C@@]2(C3=CC(=CC=C3OC=3C=CC(=CC23)N2CC(OCC2)(C)C)O)N1 ((R)-2-amino-2′-(2,2-dimethylmorpholino)-5H-spiro[oxazole-4,9′-xanthen]-7′-ol). Procedure details: A 2-5 ml microwave vial was charged with (S)-2-amino-2′-bromo-5H-spiro[oxazole-4,9′-xanthen]-7′-ol (300 mg, 0.864 mmol) (104780-26-0), Pd2dba3 (39.6 mg, 0.043 mmol), 2′-(dicyclohexylphosphino)-N,N-dimethylbiphenyl-2-amine (40.8 mg, 0.104 mmol) and 2,2-dimethylmorpholine (299 mg, 2.59 mmol). The mixture was capped with argon and LiHMDS (1M in THF) (4321 μL, 4.32 mmol) was added and the vial was sealed and heated at 110° C. in microwave reactor for 1 hr. The reaction mixture was quenched by additi... Run at temperature 110 celsius. The reactants are NC=1OC[C@@]2(C3=CC(=CC=C3OC=3C=CC(=CC23)Br)O)N1 ((S)-2-amino-2′-bromo-5H-spiro[oxazole-4,9′-xanthen]-7′-ol), C1(CCCCC1)P(C1=C(C=CC=C1)C=1C(=CC=CC1)N(C)C)C1CCCCC1 (2′-(dicyclohexylphosphino)-N,N-dimethylbiphenyl-2-amine), CC1(CNCCO1)C (2,2-dimethylmorpholine), [Li+].C[Si](C)(C)[N-][Si](C)(C)C (LiHMDS). Reaction SMILES: [NH2:1][C:2]1[O:3][CH2:4][C@@:5]2([N:21]=1)[C:18]1[CH:17]=[C:16](Br)[CH:15]=[CH:14][C:13]=1[O:12][C:11]1[C:6]2=[CH:7][C:8]([OH:20])=[CH:9][CH:10]=1.C1(P(C2CCCCC2)C2C=CC=CC=2C2C(N(C)C)=CC=CC=2)CCCCC1.[CH3:50][C:51]1([CH3:57])[O:56][CH2:55][CH2:54][NH:53][CH2:52]1.[Li+].C[Si]([N-][Si](C)(C)C)(C)C>C1C=CC(/C=C/C(/C=C/C2C=CC=CC=2)=O)=CC=1.C1C=CC(/C=C/C(/C=C/C2C=CC=CC=2)=O)=CC=1.C1C=CC(/C=C/C(/C=C/C2C=CC=CC=2)=O)=CC=1.[Pd].[Pd]>[NH2:1][C:2]1[O:3][CH2:4][C@@:5]2([N:21]=1)[C:18]1[CH:17]=[C:16]([N:53]3[CH2:54][CH2:55][O:56][C:51]([CH3:57])([CH3:50])[CH2:52]3)[CH:15]=[CH:14][C:13]=1[O:12][C:11]1[C:6]2=[CH:7][C:8]([OH:20])=[CH:9][CH:10]=1 |f:3.4,5.6.7.8.9|.